Dataset: the Open Reaction Database (ORD), a public repository of structured organic reaction records. Task: describe an organic reaction: reactants, conditions, products, and yield Reactants: C(C)(C)N(CC)C(C)C (Diisopropylethylamine), C(C)OC(=O)NN=C(C(Cl)Cl)C1=CC(=CC=C1)C(F)(F)F ([2,2-dichloro-1-[3-(trifluoromethyl)phenyl]ethylidene]hydrazinecarboxylic acid ethyl ester), [OH-].[K+] (KOH), C(C#C)(=O)OCC (Ethyl propiolate), N1CCOCC1 (morpholine). The solvent is C(C)O (ethanol), C(Cl)Cl (methylene chloride), C(C)O (ethanol), O (Water), C(Cl)Cl (methylene chloride). The product is FC(C=1C=C(C=CC1)C1=CC(=CN=N1)C(=O)O)(F)F (6-[3-(trifluoromethyl)phenyl]-4-pyridazinecarboxylic acid). Isolated yield 78.7%. As a reaction SMILES: [C:1]([O:5]CC)(=[O:4])[C:2]#[CH:3].N1CCOCC1.C(N(C(C)C)CC)(C)C.C(OC([NH:28][N:29]=[C:30]([C:34]1[CH:39]=[CH:38][CH:37]=[C:36]([C:40]([F:43])([F:42])[F:41])[CH:35]=1)[CH:31](Cl)Cl)=O)C.[OH-].[K+]>C(Cl)Cl.C(O)C.O>[F:41][C:40]([F:42])([F:43])[C:36]1[CH:35]=[C:34]([C:30]2[N:29]=[N:28][CH:3]=[C:2]([C:1]([OH:5])=[O:4])[CH:31]=2)[CH:39]=[CH:38][CH:37]=1 |f:4.5|. Reported procedure: Ethyl propiolate (130 mL, 1.28 mole) was stirred under N2 in methylene chloride (2.5 L) at RT while morpholine (112 mL, 1.28 mole) was added dropwise over 20 min. External cooling by means of an ice bath was employed. The mixture was then refluxed for 30 min. and then cooled to RT. Diisopropylethylamine (426.4 mL, 2.45 mole) was then added to the mixture followed by [2,2-dichloro-1-[3-(trifluoromethyl)phenyl]ethylidene]hydrazinecarboxylic acid ethyl ester (400 g, 1.17 mole) which was added dropw... Starting materials: [BH4-], CCO, Cn1ccc2c1C(=O)CN(CCCN1CCN(c3ccc(F)cc3)CC1)S2(=O)=O, [Na+], O. Yields the product Cn1ccc2c1C(O)CN(CCCN1CCN(c3ccc(F)cc3)CC1)S2(=O)=O. Reaction SMILES: [BH4-:30].[CH3:33][CH2:34][OH:35].[F:1][c:2]1[cH:3][cH:4][c:5]([N:8]2[CH2:9][CH2:10][N:11]([CH2:14][CH2:15][CH2:16][N:17]3[S:18](=[O:28])(=[O:29])[c:19]4[c:20]([n:24]([CH3:27])[cH:25][cH:26]4)[C:21](=[O:23])[CH2:22]3)[CH2:12][CH2:13]2)[cH:6][cH:7]1.[Na+:31].[OH2:32]>>[F:1][c:2]1[cH:3][cH:4][c:5]([N:8]2[CH2:9][CH2:10][N:11]([CH2:14][CH2:15][CH2:16][N:17]3[S:18](=[O:28])(=[O:29])[c:19]4[c:20]([n:24]([CH3:27])[cH:25][cH:26]4)[CH:21]([OH:23])[CH2:22]3)[CH2:12][CH2:13]2)[cH:6][cH:7]1.